This data is from the Open Reaction Database (ORD), a public repository of structured organic reaction records. The task is: describe an organic reaction: reactants, conditions, products, and yield The reactants are CC(=O)OCC=CCN(Cc1ccccc1)Cc1ccccc1, C1CCOC1, c1ccc(C2CCCC(c3ccccc3)N2)cc1, c1ccc(P(c2ccccc2)(c2ccccc2)[Pd](P(c2ccccc2)(c2ccccc2)c2ccccc2)(P(c2ccccc2)(c2ccccc2)c2ccccc2)P(c2ccccc2)(c2ccccc2)c2ccccc2)cc1. Product: C(=CCN1C(c2ccccc2)CCCC1c1ccccc1)CN(Cc1ccccc1)Cc1ccccc1. RXN SMILES: [C:1]([O:2][CH2:5][CH:6]=[CH:7][CH2:8][N:9]([CH2:10][c:11]1[cH:12][cH:13][cH:14][cH:15][cH:16]1)[CH2:17][c:18]1[cH:19][cH:20][cH:21][cH:22][cH:23]1)(=[O:3])[CH3:4].[CH2:42]1[O:43][CH2:44][CH2:45][CH2:46]1.[c:24]1([CH:30]2[NH:31][CH:32]([c:36]3[cH:37][cH:38][cH:39][cH:40][cH:41]3)[CH2:33][CH2:34][CH2:35]2)[cH:25][cH:26][cH:27][cH:28][cH:29]1.[cH:47]1[cH:48][cH:49][c:50]([P:51]([Pd:52]([P:53]([c:54]2[cH:55][cH:56][cH:57][cH:58][cH:59]2)([c:60]2[cH:61][cH:62][cH:63][cH:64][cH:65]2)[c:66]2[cH:67][cH:68][cH:69][cH:70][cH:71]2)([P:72]([c:73]2[cH:74][cH:75][cH:76][cH:77][cH:78]2)([c:79]2[cH:80][cH:81][cH:82][cH:83][cH:84]2)[c:85]2[cH:86][cH:87][cH:88][cH:89][cH:90]2)[P:91]([c:92]2[cH:93][cH:94][cH:95][cH:96][cH:97]2)([c:98]2[cH:99][cH:100][cH:101][cH:102][cH:103]2)[c:104]2[cH:105][cH:106][cH:107][cH:108][cH:109]2)([c:110]2[cH:111][cH:112][cH:113][cH:114][cH:115]2)[c:116]2[cH:117][cH:118][cH:119][cH:120][cH:121]2)[cH:122][cH:123]1>>[CH2:5]([CH:6]=[CH:7][CH2:8][N:9]([CH2:10][c:11]1[cH:12][cH:13][cH:14][cH:15][cH:16]1)[CH2:17][c:18]1[cH:19][cH:20][cH:21][cH:22][cH:23]1)[N:31]1[CH:30]([c:24]2[cH:25][cH:26][cH:27][cH:28][cH:29]2)[CH2:35][CH2:34][CH2:33][CH:32]1[c:36]1[cH:37][cH:38][cH:39][cH:40][cH:41]1.